The task is: describe an organic reaction: reactants, conditions, products, and yield. This data is from the Open Reaction Database (ORD), a public repository of structured organic reaction records. The reactants are ice water, C(C)N1C2=C(C=3C=CC=CC13)S(N(C2=O)CC(=O)OC)(=O)=O (methyl 4-ethyl-3,4-dihydro-3-oxo-2H-isothiazolo[4,5-b]indole-2-acetate-1,1-dioxide), C[O-].[Na+] (sodium methylate), C(C)(C)(C)O (tert. butanol). The solvent is C1(=CC=CC=C1)C (toluene). Reaction conditions: time 30 minute. The product is C(C)N1C2=C(C=3C=CC=CC13)S(NC(=C2O)C(=O)OC)(=O)=O (methyl 5-ethyl-2,5-dihydro-4-hydroxy-1,2-thiazino-[5,6-b]indole-3-carboxylate 1.1-dioxide). Isolated yield 42.9%. RXN SMILES: [CH2:1]([N:3]1[C:11]2[CH:10]=[CH:9][CH:8]=[CH:7][C:6]=2[C:5]2[S:12](=[O:22])(=[O:21])[N:13]([CH2:16][C:17]([O:19][CH3:20])=[O:18])[C:14](=[O:15])[C:4]1=2)[CH3:2].C[O-].[Na+].C(O)(C)(C)C>C1(C)C=CC=CC=1>[CH2:1]([N:3]1[C:11]2[CH:10]=[CH:9][CH:8]=[CH:7][C:6]=2[C:5]2[S:12](=[O:22])(=[O:21])[NH:13][C:16]([C:17]([O:19][CH3:20])=[O:18])=[C:14]([OH:15])[C:4]1=2)[CH3:2] |f:1.2|. Reported procedure: 19.3 gm (60 millimols) of methyl 4-ethyl-3,4-dihydro-3-oxo-2H-isothiazolo[4,5-b]indole-2-acetate-1,1-dioxide and a suspension of 9.7 gm (180 millimols) of sodium methylate in 150 ml of toluene were admixed, while vigorously stirring, with 30 ml of dry tert. butanol, and the mixture was stirred for 30 minutes at room temperature and then for 90 minutes at 60° C. Subsequently, the reaction mixture was cooled on an ice bath and admixed with 120 ml of ice water. The organic phase was extracted with ...